Task: describe an organic reaction: reactants, conditions, products, and yield. Dataset: the Open Reaction Database (ORD), a public repository of structured organic reaction records The reactants are C1(=CC=CC=C1)C(C(=O)N=C=O)C1=CC=CC=C1 (diphenylacetyl isocyanate), N1=CC=C(C=C1)CCCO (3-pyridin-4-yl-propan-1-ol). Product: N1=CC=C(C=C1)CCCOC(NC(C(C1=CC=CC=C1)C1=CC=CC=C1)=O)=O (Diphenylacetyl-carbamic acid 3-pyridin-4-yl-propyl ester). Reaction SMILES: [C:1]1([CH:7]([C:13]2[CH:18]=[CH:17][CH:16]=[CH:15][CH:14]=2)[C:8]([N:10]=[C:11]=[O:12])=[O:9])[CH:6]=[CH:5][CH:4]=[CH:3][CH:2]=1.[N:19]1[CH:24]=[CH:23][C:22]([CH2:25][CH2:26][CH2:27][OH:28])=[CH:21][CH:20]=1>>[N:19]1[CH:24]=[CH:23][C:22]([CH2:25][CH2:26][CH2:27][O:28][C:11](=[O:12])[NH:10][C:8](=[O:9])[CH:7]([C:1]2[CH:6]=[CH:5][CH:4]=[CH:3][CH:2]=2)[C:13]2[CH:18]=[CH:17][CH:16]=[CH:15][CH:14]=2)=[CH:21][CH:20]=1. Reported procedure: The title compound, brown solid, m.p. 147-50° C. and MS: m/e=374.4 (M+H+) was prepared in accordance with the general method of example 1 from diphenylacetyl isocyanate and 3-pyridin-4-yl-propan-1-ol. Reactants: N1N=CC2=C(C=CC=C12)C=1N=C(C2=C(N1)C=C(S2)CN(C2=NC=C(C=N2)C(=O)OCC)CCO)N2CCOCC2 (Ethyl 2-(((2-(1H-indazol-4-yl)-4-morpholinothieno[3,2-d]pyrimidin-6-yl)methyl)(2-hydroxyethyl)amino)pyrimidine-5-carboxylate), CO.NO (hydroxylamine methanol), compound 3. The product is N1N=CC2=C(C=CC=C12)C=1N=C(C2=C(N1)C=C(S2)CN(C2=NC=C(C=N2)C(=O)NO)CCO)N2CCOCC2 (2-(((2-(1H-indazol-4-yl)-4-morpholinothieno[3,2-d]pyrimidin-6-yl)methyl)(2-hydroxyethyl)amino)-N-hydroxypyrimidine-5-carboxamide). RXN SMILES: [NH:1]1[C:9]2[C:4](=[C:5]([C:10]3[N:11]=[C:12]([N:35]4[CH2:40][CH2:39][O:38][CH2:37][CH2:36]4)[C:13]4[S:18][C:17]([CH2:19][N:20]([CH2:32][CH2:33][OH:34])[C:21]5[N:26]=[CH:25][C:24]([C:27](OCC)=[O:28])=[CH:23][N:22]=5)=[CH:16][C:14]=4[N:15]=3)[CH:6]=[CH:7][CH:8]=2)[CH:3]=[N:2]1.CO.[NH2:43][OH:44]>>[NH:1]1[C:9]2[C:4](=[C:5]([C:10]3[N:11]=[C:12]([N:35]4[CH2:36][CH2:37][O:38][CH2:39][CH2:40]4)[C:13]4[S:18][C:17]([CH2:19][N:20]([CH2:32][CH2:33][OH:34])[C:21]5[N:26]=[CH:25][C:24]([C:27]([NH:43][OH:44])=[O:28])=[CH:23][N:22]=5)=[CH:16][C:14]=4[N:15]=3)[CH:6]=[CH:7][CH:8]=2)[CH:3]=[N:2]1 |f:1.2|. Procedure details: The title compound 86 was prepared (42 mg, 36%) as an off-white solid from 0505-86 (120 mg, 0.21 mmol) and freshly prepared hydroxylamine methanol solution (8.0 mL) using a procedure similar to that described for compound 3 (Example 1): m.p. 190-194° C. LCMS: 548 [M+1]+; 1H NMR (400 MHz, DMSO-d6): δ 3.64 (dd, J1=10.8 Hz, J2=5.6 Hz, 2H), 3.79 (dd, J1=8.4 Hz, J2=4.4 Hz, 6H), 3.95 (t, J=4.4 Hz, 4H), 4.85 (t, J=5.2 Hz, 1H), 5.25 (s, 2H), 7.46 (t, J=7.8 Hz, 1H), 7.57 (s, 1H), 7.66 (d, J=8.4 Hz, 1H), ... Starting materials: CCOC(=O)C(CC)Cc1ccc(OC)c(CC(=O)Nc2ccc(Cl)cc2Cl)c1, CCO, [Na+], [OH-], O. Product: CCC(Cc1ccc(OC)c(CC(=O)Nc2ccc(Cl)cc2Cl)c1)C(=O)O. RXN SMILES: [CH3:1][O:2][c:3]1[c:4]([CH2:18][C:19]([NH:20][c:21]2[c:22]([Cl:28])[cH:23][c:24]([Cl:27])[cH:25][cH:26]2)=[O:29])[cH:5][c:6]([CH2:7][CH:8]([C:9](=[O:10])[O:11][CH2:12][CH3:13])[CH2:14][CH3:15])[cH:16][cH:17]1.[CH3:33][CH2:34][OH:35].[Na+:31].[OH-:30].[OH2:32]>>[CH3:1][O:2][c:3]1[c:4]([CH2:18][C:19]([NH:20][c:21]2[c:22]([Cl:28])[cH:23][c:24]([Cl:27])[cH:25][cH:26]2)=[O:29])[cH:5][c:6]([CH2:7][CH:8]([C:9](=[O:10])[OH:11])[CH2:14][CH3:15])[cH:16][cH:17]1. Reactants: CCO, [Na+], [OH-], O, CCOC(=O)N1CCC(OC(c2ccccc2)c2ccccc2)CC1. The product is c1ccc(C(OC2CCNCC2)c2ccccc2)cc1. RXN SMILES: [CH3:28][CH2:29][OH:30].[Na+:27].[OH-:26].[OH2:31].[c:1]1([CH:7]([O:8][CH:9]2[CH2:10][CH2:11][N:12]([C:15]([O:16][CH2:17][CH3:18])=[O:19])[CH2:13][CH2:14]2)[c:20]2[cH:21][cH:22][cH:23][cH:24][cH:25]2)[cH:2][cH:3][cH:4][cH:5][cH:6]1>>[c:1]1([CH:7]([O:8][CH:9]2[CH2:10][CH2:11][NH:12][CH2:13][CH2:14]2)[c:20]2[cH:21][cH:22][cH:23][cH:24][cH:25]2)[cH:2][cH:3][cH:4][cH:5][cH:6]1. Starting materials: CN=C=S, CCO, COc1cc(NC(=O)c2ccccc2Cl)ccc1C(=O)N1CCCC(OCCN)c2cc(Cl)ccc21. The product is CNC(=S)NCCOC1CCCN(C(=O)c2ccc(NC(=O)c3ccccc3Cl)cc2OC)c2ccc(Cl)cc21. As a reaction SMILES: [CH3:1][N:2]=[C:3]=[S:4].[CH3:41][CH2:42][OH:43].[NH2:5][CH2:6][CH2:7][O:8][CH:9]1[CH2:10][CH2:11][CH2:12][N:13]([C:21]([c:22]2[c:23]([O:38][CH3:39])[cH:24][c:25]([NH:28][C:29]([c:30]3[c:31]([Cl:36])[cH:32][cH:33][cH:34][cH:35]3)=[O:37])[cH:26][cH:27]2)=[O:40])[c:14]2[c:15]1[cH:16][c:17]([Cl:20])[cH:18][cH:19]2>>[CH3:1][NH:2][C:3](=[S:4])[NH:5][CH2:6][CH2:7][O:8][CH:9]1[CH2:10][CH2:11][CH2:12][N:13]([C:21]([c:22]2[c:23]([O:38][CH3:39])[cH:24][c:25]([NH:28][C:29]([c:30]3[c:31]([Cl:36])[cH:32][cH:33][cH:34][cH:35]3)=[O:37])[cH:26][cH:27]2)=[O:40])[c:14]2[c:15]1[cH:16][c:17]([Cl:20])[cH:18][cH:19]2. As a reaction SMILES: [CH2:1]([Li])[CH2:2][CH2:3][CH3:4].O=[C:7]1CCC[N:10]([C:14]([O:16][C:17]([CH3:20])([CH3:19])[CH3:18])=[O:15])[CH2:9][CH2:8]1.O>O1CCCC1.CCCCCC>[CH2:4]=[C:3]1[CH2:7][CH2:8][CH2:9][N:10]([C:14]([O:16][C:17]([CH3:18])([CH3:20])[CH3:19])=[O:15])[CH2:1][CH2:2]1. Procedure details: Under argon 12.56 g methyltriphenylphosphonium bromide are dissolved in 100 ml of tetrahydrofuran, cooled to −14° C. and within 45 minutes a 2 M solution of 17.58 ml n-butyllithium in hexane is added dropwise. The mixture is stirred for another 1 hour and then a solution of 5 g tert-butyl 4-oxo-azepan-1-carboxylate in 20 ml of tetrahydrofuran is added dropwise. Then the mixture is heated to ambient temperature and stirred for 12 hours. It is then divided between water and hexane and the aqueous ... Product: C=C1CCN(CCC1)C(=O)OC(C)(C)C (Tert-butyl 4-methylene-azepan-1-carboxylate). Run in O1CCCC1 (tetrahydrofuran), CCCCCC (hexane), O1CCCC1 (tetrahydrofuran), CCCCCC (hexane). The reactants are O=C1CCN(CCC1)C(=O)OC(C)(C)C (tert-butyl 4-oxo-azepan-1-carboxylate), O (water), solution, C(CCC)[Li] (n-butyllithium). Reaction conditions: time 1 hour. The reactants are COc1cc2c(nc1OC)c(-c1cc3c(CNC4CN(C(=O)OC(C)(C)C)C4)ccnc3[nH]1)cn2C, Cl, C1COCCO1. The product is COc1cc2c(nc1OC)c(-c1cc3c(CNC4CNC4)ccnc3[nH]1)cn2C, Cl. RXN SMILES: [CH3:1][O:2][c:3]1[c:4]([O:35][CH3:36])[cH:5][c:6]2[c:7]([n:8]1)[c:9](-[c:13]1[cH:14][c:15]3[c:16]([n:17][cH:18][cH:19][c:20]3[CH2:21][NH:22][CH:23]3[CH2:24][N:25]([C:27]([O:28][C:29]([CH3:30])([CH3:31])[CH3:32])=[O:33])[CH2:26]3)[nH:34]1)[cH:10][n:11]2[CH3:12].[ClH:37].[O:38]1[CH2:39][CH2:40][O:41][CH2:42][CH2:43]1>>[CH3:1][O:2][c:3]1[c:4]([O:35][CH3:36])[cH:5][c:6]2[c:7]([n:8]1)[c:9](-[c:13]1[cH:14][c:15]3[c:16]([n:17][cH:18][cH:19][c:20]3[CH2:21][NH:22][CH:23]3[CH2:24][NH:25][CH2:26]3)[nH:34]1)[cH:10][n:11]2[CH3:12].[ClH:37]. As a reaction SMILES: [CH2:1]([CH3:2])[O:3][C:4](=[O:5])[c:6]1[s:7][c:8]([S:18][CH3:19])[c:9]2[c:10]1[CH2:11][CH2:12][C:13]([CH3:16])([CH3:17])[C:14]2=[O:15].[CH3:23][CH2:24][O:25][CH2:26][CH3:27].[Cl:20][CH2:21][Cl:22].[I-:28].[I-:30].[Zn+2:29]>>[CH2:1]([CH3:2])[O:3][C:4](=[O:5])[c:6]1[s:7][c:8]([S:18][CH3:19])[c:9]2[c:10]1[CH2:11][CH2:12][C:13]([CH3:16])([CH3:17])[CH2:14]2. Yields the product CCOC(=O)c1sc(SC)c2c1CCC(C)(C)C2. Reactants: CCOC(=O)c1sc(SC)c2c1CCC(C)(C)C2=O, CCOCC, ClCCl, [I-], [I-], [Zn+2]. Starting materials: C(=N)(N)NO.OS(=O)(=O)O (hydroxyguanidine sulfate), [Na] (Sodium), COC(CCCCCCCCCCCCC)=O (Methyltetradecanoate). The solvent is C(C)O (ethanol). Conditions: time 15 minute. Product: NC1=NOC(=N1)CCCCCCCCCCCCC (3-amino-5-tridecyl-1,2,4-oxadiazole). RXN SMILES: [Na].[C:2]([NH:5][OH:6])([NH2:4])=[NH:3].OS(O)(=O)=O.CO[C:14](=O)[CH2:15][CH2:16][CH2:17][CH2:18][CH2:19][CH2:20][CH2:21][CH2:22][CH2:23][CH2:24][CH2:25][CH2:26][CH3:27]>C(O)C>[NH2:3][C:2]1[N:4]=[C:27]([CH2:26][CH2:25][CH2:24][CH2:23][CH2:22][CH2:21][CH2:20][CH2:19][CH2:18][CH2:17][CH2:16][CH2:15][CH3:14])[O:6][N:5]=1 |f:1.2,^1:0|. Procedure: Sodium metal (1.6 g, 0.068 mol) was added to 4 Å molecular sieves (12 g) and ethanol (200 mL) under nitrogen. The mixture was stirred for 15 minutes, then hydroxyguanidine sulfate (9.32 g, 0.035 mol) added and the mixture stirred for 30 minutes. Methyltetradecanoate (1.43 g, 0.006 mol) was then added and the mixture refluxed for 1.5 hours, allowed to cool, filtered, and concentrated. The concentrate was partitioned between CH2Cl2 and water. The organic layer was washed with water and brine, drie... Reactants: ClC1=CC=CC=2C(C3=C(C=CC=C3C(C12)=O)NCCN(C)C)=O (1-Chloro-5-(2-(dimethylamino)ethylamino)anthracene-9,10-dione), C(O)CN (ethanolamine). Solvent: C(Cl)Cl (CH2Cl2). Reaction conditions: temperature 150 celsius. Product: CN(CCNC1=CC=CC=2C(C3=C(C=CC=C3C(C12)=O)NCCO)=O)C (1-(2-(dimethylamino)ethylamino)-5-(2-hydroxyl ethylamino)anthracene-9,10-dione). The yield is 38.8%. As a reaction SMILES: Cl[C:2]1[C:15]2[C:14](=[O:16])[C:13]3[C:8](=[C:9]([NH:17][CH2:18][CH2:19][N:20]([CH3:22])[CH3:21])[CH:10]=[CH:11][CH:12]=3)[C:7](=[O:23])[C:6]=2[CH:5]=[CH:4][CH:3]=1.[CH2:24]([CH2:26][NH2:27])[OH:25]>C(Cl)Cl>[CH3:21][N:20]([CH3:22])[CH2:19][CH2:18][NH:17][C:9]1[C:8]2[C:7](=[O:23])[C:6]3[C:15](=[C:2]([NH:27][CH2:26][CH2:24][OH:25])[CH:3]=[CH:4][CH:5]=3)[C:14](=[O:16])[C:13]=2[CH:12]=[CH:11][CH:10]=1. Procedure details: A mixture of Compound 17 (0.87 g, 2.7 mmol) and ethanolamine (0.8 mL, 13.23 mmol) was heated in an oil bath (˜150° C.) for 18 hours. The mixture was cooled to room temperature, dissolved in 100 mL CH2Cl2 and extracted with water and brine. The organic layer was dried (Na2SO4) and evaporated to provide Compound 21 (370 mg). This product was used in the next step without any purification. Rf (9:1 CHCl3/MeOH): 0.19. The structure of Compound 21 is given below: